From a dataset of the Open Reaction Database (ORD), a public repository of structured organic reaction records. describe an organic reaction: reactants, conditions, products, and yield The reactants are S1C(=CC=C1)C(=O)Cl (2-thiophenecarboxylic acid chloride), C(C)N (ethylamine). The solvent is C(Cl)Cl (CH2Cl2), O (water), O (water). Conditions: time 18 hour. The product is C(C)NC(=O)C=1SC=CC1 (N-ethyl-2-thiophenecarboxamide). Isolated yield 83.1%. RXN SMILES: [S:1]1[CH:5]=[CH:4][CH:3]=[C:2]1[C:6](Cl)=[O:7].[CH2:9]([NH2:11])[CH3:10]>C(Cl)Cl.O>[CH2:9]([NH:11][C:6]([C:2]1[S:1][CH:5]=[CH:4][CH:3]=1)=[O:7])[CH3:10]. Procedure: A solution of 2-thiophenecarboxylic acid chloride (7.3 g, 50 mmol) in 30 mL CH2Cl2 was added to 70% ethylamine in water (11 g) at -5° C. and the resulting solution was stirred at RT for 18 h. After that, water was added. The organic layer was separated, washed with water, brine, dried and concentrated. Purification of the residue by flash chromatography with 25% ethyl acetate-hexane gave 6.4 g (83.1% yield) of N-ethyl-2-thiophenecarboxamide as a white solid, m.p. 75°-78° C. Starting materials: CCC1CN(Cc2ccccc2)CC1c1nc2c(cnn2C2CCOCC2)c(=O)[nH]1, CC1CNCC1c1nc2c(cnn2C2CCOCC2)c(=O)[nH]1. The product is CCC1CNCC1c1nc2c(cnn2C2CCOCC2)c(=O)[nH]1. As a reaction SMILES: [CH2:23]([c:24]1[cH:25][cH:26][cH:27][cH:28][cH:29]1)[N:30]1[CH2:31][CH:32]([c:37]2[nH:38][c:39](=[O:52])[c:40]3[c:41]([n:42]2)[n:43]([CH:46]2[CH2:47][CH2:48][O:49][CH2:50][CH2:51]2)[n:44][cH:45]3)[CH:33]([CH2:35][CH3:36])[CH2:34]1.[CH3:1][CH:2]1[CH2:3][NH:4][CH2:5][CH:6]1[c:7]1[nH:8][c:9](=[O:10])[c:11]2[cH:12][n:13][n:14]([CH:15]3[CH2:16][CH2:17][O:18][CH2:19][CH2:20]3)[c:21]2[n:22]1>>[NH:30]1[CH2:31][CH:32]([c:37]2[nH:38][c:39](=[O:52])[c:40]3[c:41]([n:42]2)[n:43]([CH:46]2[CH2:47][CH2:48][O:49][CH2:50][CH2:51]2)[n:44][cH:45]3)[CH:33]([CH2:35][CH3:36])[CH2:34]1. Reactants: C=C(C)C1=NCCO1, ClCCl, O=C(Cl)Cl, [Na+], [OH-], O. Yields the product C=C(C)C(=O)OCCN=C=O. RXN SMILES: [C:1](=[CH2:2])([CH3:3])[C:4]1=[N:8][CH2:7][CH2:6][O:5]1.[CH2:16]([Cl:17])[Cl:18].[Cl:9][C:10]([Cl:11])=[O:12].[Na+:14].[OH-:13].[OH2:15]>>[C:1](=[CH2:2])([CH3:3])[C:4]([O:5][CH2:6][CH2:7][N:8]=[C:10]=[O:12])=[O:13]. Reactants: COc1ccc(CCCOc2c(C)cc(-c3noc(C(F)(F)F)n3)cc2C)cn1, C[Si](C)(C)I, ClCCCl. Product: Cc1cc(-c2noc(C(F)(F)F)n2)cc(C)c1OCCCc1ccc(=O)[nH]c1. Reaction SMILES: [CH3:1][O:2][c:3]1[n:4][cH:5][c:6]([CH2:9][CH2:10][CH2:11][O:12][c:13]2[c:14]([CH3:29])[cH:15][c:16](-[c:20]3[n:21][o:22][c:23]([C:25]([F:26])([F:27])[F:28])[n:24]3)[cH:17][c:18]2[CH3:19])[cH:7][cH:8]1.[CH3:30][Si:31]([I:32])([CH3:33])[CH3:34].[Cl:35][CH2:36][CH2:37][Cl:38]>>[O:2]=[c:3]1[nH:4][cH:5][c:6]([CH2:9][CH2:10][CH2:11][O:12][c:13]2[c:14]([CH3:29])[cH:15][c:16](-[c:20]3[n:21][o:22][c:23]([C:25]([F:26])([F:27])[F:28])[n:24]3)[cH:17][c:18]2[CH3:19])[cH:7][cH:8]1.